This data is from the Open Reaction Database (ORD), a public repository of structured organic reaction records. The task is: describe an organic reaction: reactants, conditions, products, and yield Product: COC1=CC=C(C=N1)N(S(=O)(=O)C=1C(=CC=CC1)C)CC(=O)O ([(6-Methoxy-pyridin-3-yl)-(toluene-2-sulfonyl)-amino]-acetic acid). Reported procedure: prepared by reaction of N-(6-methoxy-pyridin-3-yl)-2-methyl-benzenesulfonamide with tert-butyl bromoacetate RXN SMILES: [CH3:1][O:2][C:3]1[N:8]=[CH:7][C:6]([NH:9][S:10]([C:13]2[CH:18]=[CH:17][CH:16]=[CH:15][C:14]=2[CH3:19])(=[O:12])=[O:11])=[CH:5][CH:4]=1.Br[CH2:21][C:22]([O:24]C(C)(C)C)=[O:23]>>[CH3:1][O:2][C:3]1[N:8]=[CH:7][C:6]([N:9]([CH2:21][C:22]([OH:24])=[O:23])[S:10]([C:13]2[C:14]([CH3:19])=[CH:15][CH:16]=[CH:17][CH:18]=2)(=[O:12])=[O:11])=[CH:5][CH:4]=1. The reactants are COC1=CC=C(C=N1)NS(=O)(=O)C1=C(C=CC=C1)C (N-(6-methoxy-pyridin-3-yl)-2-methyl-benzenesulfonamide), BrCC(=O)OC(C)(C)C (tert-butyl bromoacetate). The reactants are CC=1C=C(C=CC1C)C1CC(CN(C1)C(=O)N1CCOCC1)C(=O)O (5-(3,4-Dimethylphenyl)-1-(morpholin-4-ylcarbonyl)piperidine-3-carboxylic acid), ON=C(CCOC)N (N′-hydroxy-3-methoxypropanimidamide). Yields the product CC=1C=C(C=CC1C)C1CN(CC(C1)C1=NC(=NO1)CCOC)C(=O)N1CCOCC1 ({3-(3,4-Dimethylphenyl)-5-[3-(2-methoxyethyl)-1,2,4-oxadiazol-5-yl]piperidin-1-yl}(morpholin-4-yl)methanone). Reaction SMILES: [CH3:1][C:2]1[CH:3]=[C:4]([CH:9]2[CH2:14][N:13]([C:15]([N:17]3[CH2:22][CH2:21][O:20][CH2:19][CH2:18]3)=[O:16])[CH2:12][CH:11]([C:23](O)=[O:24])[CH2:10]2)[CH:5]=[CH:6][C:7]=1[CH3:8].O[N:27]=[C:28]([NH2:33])[CH2:29][CH2:30][O:31][CH3:32]>>[CH3:1][C:2]1[CH:3]=[C:4]([CH:9]2[CH2:10][CH:11]([C:23]3[O:24][N:33]=[C:28]([CH2:29][CH2:30][O:31][CH3:32])[N:27]=3)[CH2:12][N:13]([C:15]([N:17]3[CH2:18][CH2:19][O:20][CH2:21][CH2:22]3)=[O:16])[CH2:14]2)[CH:5]=[CH:6][C:7]=1[CH3:8]. Reported procedure: 200 mg (0.58 mmol) of the compound from Example 130A and 136 mg (0.87 mmol) of N′-hydroxy-3-methoxypropanimidamide were reacted according to the General Method 2. Yield: 98 mg (40% of theory) Reactants: NC=1C(NC(=NC1)C1=C(C=CC=C1)OCCC)=O (5-amino-2-(2-propoxyphenyl)pyrimidin-4(3H)-one), C(C)(=O)O (acetic acid). Reagents/catalysts: C(C)(=O)OC(C)=O (acetic anhydride), C(C)(=O)OC(C)=O (acetic anhydride). Reaction conditions: time 1 hour. Yields the product C(C)(=O)NC=1C(NC(=NC1)C1=C(C=CC=C1)OCCC)=O (5-Acetamido-2-(2-propoxyphenyl)pyrimidin-4(3H)-one). As a reaction SMILES: [NH2:1][C:2]1[C:3](=[O:18])[NH:4][C:5]([C:8]2[CH:13]=[CH:12][CH:11]=[CH:10][C:9]=2[O:14][CH2:15][CH2:16][CH3:17])=[N:6][CH:7]=1.[C:19](O)(=[O:21])[CH3:20]>C(OC(=O)C)(=O)C>[C:19]([NH:1][C:2]1[C:3](=[O:18])[NH:4][C:5]([C:8]2[CH:13]=[CH:12][CH:11]=[CH:10][C:9]=2[O:14][CH2:15][CH2:16][CH3:17])=[N:6][CH:7]=1)(=[O:21])[CH3:20]. Reported procedure: A solution of 5-amino-2-(2-propoxyphenyl)pyrimidin-4(3H)-one (0.90 g) and 10 drops of acetic anhydride in acetic acid (50 ml) was heated on a steam bath for 4 hours. A further 10 drops of acetic anhydride was added and heating was continued for one hour. Acetic acid was removed under reduced pressure and water was added to the residue which afforded a light brown solid, 0.87 g. This was recrystallised from isopropylacetate to give the title compound, 0.32 g, m.p. 195°-197° C. Starting materials: C(C)N1C(CC(C2=CC(=C(C=C12)C1=C(C=CC(=C1)C=C)OCC(F)(F)F)C)(C)C)=O (1-Ethyl-4,4,6-trimethyl-7-[2-(2,2,2-trifluoro-ethoxy)-5-vinyl-phenyl]-3,4-dihydro-1H-quinolin-2-one), CSC.B (borane dimethylsulfide), OO (hydrogen peroxide), [OH-].[Na+] (NaOH). The solvent is C1CCOC1 (THF), C1CCOC1 (THF). Reaction conditions: time 8 hour. The product is C(C)N1C(CC(C2=CC(=C(C=C12)C1=C(C=CC(=C1)CO)OCC(F)(F)F)C)(C)C)=O (1-ethyl-7-[5-hydroxymethyl-2-(2,2,2-trifluoro-ethoxy)-phenyl]-4,4,6-trimethyl-3,4-dihydro-1H-quinolin-2-one). RXN SMILES: [CH2:1]([N:3]1[C:12]2[C:7](=[CH:8][C:9]([CH3:27])=[C:10]([C:13]3[CH:18]=[C:17]([CH:19]=C)[CH:16]=[CH:15][C:14]=3[O:21][CH2:22][C:23]([F:26])([F:25])[F:24])[CH:11]=2)[C:6]([CH3:29])([CH3:28])[CH2:5][C:4]1=[O:30])[CH3:2].CSC.B.[OH-:35].[Na+].OO>C1COCC1>[CH2:1]([N:3]1[C:12]2[C:7](=[CH:8][C:9]([CH3:27])=[C:10]([C:13]3[CH:18]=[C:17]([CH2:19][OH:35])[CH:16]=[CH:15][C:14]=3[O:21][CH2:22][C:23]([F:24])([F:25])[F:26])[CH:11]=2)[C:6]([CH3:28])([CH3:29])[CH2:5][C:4]1=[O:30])[CH3:2] |f:1.2,3.4|. Procedure details: To a solution of Compound 55A (0.24 mmol, 0.1 g) in 2 mL THF was added a solution of borane dimethylsulfide in THF (0.36 mmol, 0.03 mL) at 0° C. and the reaction mixture was stirred overnight. A solution of 2M NaOH (1 mL) was then added followed by a dropwise addition of hydrogen peroxide (30%, 1 mL). The solution was stirred at r.t. for 3 h. It was extracted with EtOAc, washed with water and brine, dried over Na2SO4, filtered and concentrated. The LCMS indicated the presence of the desired prod... Starting materials: C(C1=CC=CC=C1)N1CC(CCC1)OC1=CC=C(C=C1)C (1-benzyl-3-(p-tolyloxy) piperidine). The reagents and catalysts are [Pd] (Pd-C). Run in C(C)O (ethanol). Reaction conditions: time 3 hour. Yields the product C1(=CC=C(C=C1)OC1CNCCC1)C (3-(p-tolyloxy)piperidine). As a reaction SMILES: C([N:8]1[CH2:13][CH2:12][CH2:11][CH:10]([O:14][C:15]2[CH:20]=[CH:19][C:18]([CH3:21])=[CH:17][CH:16]=2)[CH2:9]1)C1C=CC=CC=1>[Pd].C(O)C>[C:18]1([CH3:21])[CH:17]=[CH:16][C:15]([O:14][CH:10]2[CH2:11][CH2:12][CH2:13][NH:8][CH2:9]2)=[CH:20][CH:19]=1. Procedure details: A solution of 2.9 g of 1-benzyl-3-(p-tolyloxy) piperidine in 30 ml. of 95% ethanol is added to 0.42 g of 10% Pd-C, and hydrogenated at about 50° C. for 3 hours. Then the reaction mixture is cooled to ambient temperature, the 10% Pd-C is filtered off, and the ethanol is removed leaving a yellow oil of 3-(p-tolyloxy)piperidine. Starting materials: C(C)OC(=O)C=C(CCC=C(CCC=C(CCC=C(CCC=C(C(=O)O)C)C)C)C)C (19-ethoxycarbonyl-2,6,10,14,18-pentamethyl-2,6,10,14,18-nonadecapentaenoic acid), N1CCCCC1 (piperidine). Yields the product C(C)OC(=O)C=C(CCC=C(CCC=C(CCC=C(CCC=C(C(=O)N1CCCCC1)C)C)C)C)C (N-(19-ethoxycarbonyl-2,6,10,14,18-pentamethyl-2,6,10,14,18-nonadecapentaenoyl)piperadine). RXN SMILES: [CH2:1]([O:3][C:4]([CH:6]=[C:7]([CH3:31])[CH2:8][CH2:9][CH:10]=[C:11]([CH3:30])[CH2:12][CH2:13][CH:14]=[C:15]([CH3:29])[CH2:16][CH2:17][CH:18]=[C:19]([CH3:28])[CH2:20][CH2:21][CH:22]=[C:23]([CH3:27])[C:24]([OH:26])=O)=[O:5])[CH3:2].[NH:32]1[CH2:37][CH2:36][CH2:35][CH2:34][CH2:33]1>>[CH2:1]([O:3][C:4]([CH:6]=[C:7]([CH3:31])[CH2:8][CH2:9][CH:10]=[C:11]([CH3:30])[CH2:12][CH2:13][CH:14]=[C:15]([CH3:29])[CH2:16][CH2:17][CH:18]=[C:19]([CH3:28])[CH2:20][CH2:21][CH:22]=[C:23]([CH3:27])[C:24]([N:32]1[CH2:37][CH2:36][CH2:35][CH2:34][CH2:33]1)=[O:26])=[O:5])[CH3:2]. Procedure: Starting materials: 19-ethoxycarbonyl-2,6,10,14,18-pentamethyl-2,6,10,14,18-nonadecapentaenoic acid and piperidine. The reactants are NC(CCC)CCCCCCCCC(CCC)N (4,13-Diaminohexadecane), C(CC)C1N=NC(CC=CCCC=CC1)CCC (3,12-dipropyl-1,2-diaza-1,5,9-cyclododecatriene), C(CCC)C1N=NC(CC=CCCC=CC1)CCCC (3,12-dibutyl-1,2-diaza-1,5,9-cyclododecatriene). The product is NC(CCCC)CCCCCCCCC(CCCC)N (5,14-diaminooctadecane). The yield is 62.2%. Reaction SMILES: NC(CCCCCCCCC(N)CCC)CCC.C(C1CC=CCCC=CCC(CCC)N=N1)CC.[CH2:37]([CH:41]1[CH2:52][CH:51]=[CH:50][CH2:49][CH2:48][CH:47]=[CH:46][CH2:45][CH:44]([CH2:53][CH2:54][CH2:55][CH3:56])[N:43]=[N:42]1)[CH2:38][CH2:39][CH3:40]>>[NH2:42][CH:41]([CH2:52][CH2:51][CH2:50][CH2:49][CH2:48][CH2:47][CH2:46][CH2:45][CH:44]([NH2:43])[CH2:53][CH2:54][CH2:55][CH3:56])[CH2:37][CH2:38][CH2:39][CH3:40]. Procedure: If there is used in the manner described under (a), instead of 942 g (3.79 mols), of 3,12-dipropyl-1,2-diaza-1,5,9-cyclododecatriene, 208 g (0.75 mol) of 3,12-dibutyl-1,2-diaza-1,5,9-cyclododecatriene (diastereoisomeric mixture) and correspondingly reduced amounts of catalyst and solvent, the procedure otherwise being the same, there is obtained as the main fraction 132.8 g (62.3% of theory) of 5,14-diaminooctadecane as colourless oil (b.p. 149° C./0.001 Torr; nD20 =1.4593; IR (liquid) inter ali... Starting materials: [C-]#N, Cc1cc(OS(=O)(=O)C(F)(F)F)cc(-c2ccccc2)c1, [K+], C1COCCO1, c1ccc(P(c2ccccc2)(c2ccccc2)[Pd](P(c2ccccc2)(c2ccccc2)c2ccccc2)(P(c2ccccc2)(c2ccccc2)c2ccccc2)P(c2ccccc2)(c2ccccc2)c2ccccc2)cc1. Product: Cc1cc(C#N)cc(-c2ccccc2)c1. As a reaction SMILES: [C-:22]#[N:23].[F:1][C:2]([F:3])([F:4])[S:5]([O:6][c:7]1[cH:8][c:9]([CH3:19])[cH:10][c:11](-[c:13]2[cH:14][cH:15][cH:16][cH:17][cH:18]2)[cH:12]1)(=[O:20])=[O:21].[K+:24].[O:25]1[CH2:26][CH2:27][O:28][CH2:29][CH2:30]1.[cH:31]1[cH:32][cH:33][c:34]([P:35]([Pd:36]([P:37]([c:38]2[cH:39][cH:40][cH:41][cH:42][cH:43]2)([c:44]2[cH:45][cH:46][cH:47][cH:48][cH:49]2)[c:50]2[cH:51][cH:52][cH:53][cH:54][cH:55]2)([P:56]([c:57]2[cH:58][cH:59][cH:60][cH:61][cH:62]2)([c:63]2[cH:64][cH:65][cH:66][cH:67][cH:68]2)[c:69]2[cH:70][cH:71][cH:72][cH:73][cH:74]2)[P:75]([c:76]2[cH:77][cH:78][cH:79][cH:80][cH:81]2)([c:82]2[cH:83][cH:84][cH:85][cH:86][cH:87]2)[c:88]2[cH:89][cH:90][cH:91][cH:92][cH:93]2)([c:94]2[cH:95][cH:96][cH:97][cH:98][cH:99]2)[c:100]2[cH:101][cH:102][cH:103][cH:104][cH:105]2)[cH:106][cH:107]1>>[c:7]1([C:22]#[N:23])[cH:8][c:9]([CH3:19])[cH:10][c:11](-[c:13]2[cH:14][cH:15][cH:16][cH:17][cH:18]2)[cH:12]1.